Task: describe an organic reaction: reactants, conditions, products, and yield. Dataset: the Open Reaction Database (ORD), a public repository of structured organic reaction records Run at time 6 hour. Solvent: C1(=CC=CC=C1)C (toluene). Reported procedure: Sodium methoxide (0.725 g, 13 mmol) and methyl formate (0.8 ml, 13 mmol) were added portionwise to a stirred solution of methyl 2-(6-trifluoromethylpyrid-2-yloxymethyl)phenylacetate (2.0 g, 6.0 mmol) in dry toluene (15 ml) under a nitrogen atmosphere at room temperature. After 6 hours at room temperature, the mixture was poured into water and extracted with diethyl ether. The ether extracts were washed with water, dried and the ether removed to give (E)-methyl 2-[2-(6-trifluoromethylpyrid-2-ylox... Yields the product FC(C1=CC=CC(=N1)OCC1=C(C=CC=C1)/C(/C(=O)OC)=C\O)(F)F ((E)-methyl 2-[2-(6-trifluoromethylpyrid-2-yloxymethyl)phenyl]-3-hydroxyacrylate). Isolated yield 94.8%. Starting materials: O (water), C[O-].[Na+] (Sodium methoxide), C(=O)OC (methyl formate), FC(C1=CC=CC(=N1)OCC1=C(C=CC=C1)CC(=O)OC)(F)F (methyl 2-(6-trifluoromethylpyrid-2-yloxymethyl)phenylacetate). Reaction SMILES: C[O-].[Na+].[CH:4]([O:6][CH3:7])=[O:5].[F:8][C:9]([F:30])([F:29])[C:10]1[N:15]=[C:14]([O:16][CH2:17][C:18]2[CH:23]=[CH:22][CH:21]=[CH:20][C:19]=2[CH2:24][C:25](OC)=[O:26])[CH:13]=[CH:12][CH:11]=1.O>C1(C)C=CC=CC=1>[F:29][C:9]([F:8])([F:30])[C:10]1[N:15]=[C:14]([O:16][CH2:17][C:18]2[CH:23]=[CH:22][CH:21]=[CH:20][C:19]=2/[C:24](=[CH:25]\[OH:26])/[C:4]([O:6][CH3:7])=[O:5])[CH:13]=[CH:12][CH:11]=1 |f:0.1|.